This data is from the Open Reaction Database (ORD), a public repository of structured organic reaction records. The task is: describe an organic reaction: reactants, conditions, products, and yield The reactants are CO, COC(=O)c1sccc1CBr, N, CN(C)C=O. Yields the product COC(=O)c1sccc1CN. RXN SMILES: [CH3:12][OH:13].[CH3:1][O:2][C:3](=[O:4])[c:5]1[s:6][cH:7][cH:8][c:9]1[CH2:10][Br:11].[NH3:14].[O:15]=[CH:16][N:17]([CH3:18])[CH3:19]>>[CH3:1][O:2][C:3](=[O:4])[c:5]1[s:6][cH:7][cH:8][c:9]1[CH2:10][NH2:14]. The reactants are C(C1=CC=CC=C1)NC1=NS(N=C1NCCCOC1=CC(=CC=C1)CN1CCCCC1)=O (3-benzylamino-4-[3-(3-piperidinomethylphenoxy)propylamino]-1,2,5-thiadiazole 1-oxide), Cl (HCl). The solvent is CO (methanol). Run at time 3 hour. Yields the product Cl.Cl.Cl.C(C1=CC=CC=C1)NC(C(NCCCOC1=CC(=CC=C1)CN1CCCCC1)=N)=N (N-Benzyl-N'-[3-(3-piperidinomethylphenoxy)propyl]ethanediimidamide trihydrochloride). Isolated yield 88.0%. As a reaction SMILES: [CH2:1]([NH:8][C:9]1[C:13]([NH:14][CH2:15][CH2:16][CH2:17][O:18][C:19]2[CH:24]=[CH:23][CH:22]=[C:21]([CH2:25][N:26]3[CH2:31][CH2:30][CH2:29][CH2:28][CH2:27]3)[CH:20]=2)=[N:12]S(=O)[N:10]=1)[C:2]1[CH:7]=[CH:6][CH:5]=[CH:4][CH:3]=1.[ClH:33]>CO>[ClH:33].[ClH:33].[ClH:33].[CH2:1]([NH:8][C:9](=[NH:10])[C:13](=[NH:12])[NH:14][CH2:15][CH2:16][CH2:17][O:18][C:19]1[CH:24]=[CH:23][CH:22]=[C:21]([CH2:25][N:26]2[CH2:31][CH2:30][CH2:29][CH2:28][CH2:27]2)[CH:20]=1)[C:2]1[CH:3]=[CH:4][CH:5]=[CH:6][CH:7]=1 |f:3.4.5.6|. Reported procedure: A suspension of 3-benzylamino-4-[3-(3-piperidinomethylphenoxy)propylamino]-1,2,5-thiadiazole 1-oxide (5.14 g; 11.3 mmoles) [prepared according to published United Kingdom Patent Application No. 2,067,987] in 100 ml of methanol was treated with 7.55 ml of concentrated HCl. After stirring at ambient temperature for 3 hours, the solution was concentrated and the residue was triturated with acetone, filtered and dried to give 5.16 g (88%) of the title compound, mp 187°-205° C. (dec.). Starting materials: product, OCCC=1C=2N(C(=NC1C1=CC=CC=C1)N)N=CN2 (8-(2-hydroxyethyl)-7-phenyl-1,2,4-triazolo[2,3-c]pyrimidine-5-amine), C12(CC3CC(CC(C1)C3)C2)C(=O)Cl (1-adamantanecarbonyl chloride). The product is C12(CC3CC(CC(C1)C3)C2)C(=O)OCCC=2C=3N(C(=NC2C2=CC=CC=C2)N)N=CN3 (8-(2-(1-adamantanecarbonyloxy)ethyl)-7-phenyl-1,2,4-triazolo[2,3-c]pyrimidine-5-amine). RXN SMILES: [OH:1][CH2:2][CH2:3][C:4]1[C:5]2[N:6]([N:17]=[CH:18][N:19]=2)[C:7]([NH2:16])=[N:8][C:9]=1[C:10]1[CH:15]=[CH:14][CH:13]=[CH:12][CH:11]=1.[C:20]12([C:30](Cl)=[O:31])[CH2:29][CH:24]3[CH2:25][CH:26]([CH2:28][CH:22]([CH2:23]3)[CH2:21]1)[CH2:27]2>>[C:20]12([C:30]([O:1][CH2:2][CH2:3][C:4]3[C:5]4[N:6]([N:17]=[CH:18][N:19]=4)[C:7]([NH2:16])=[N:8][C:9]=3[C:10]3[CH:15]=[CH:14][CH:13]=[CH:12][CH:11]=3)=[O:31])[CH2:27][CH:26]3[CH2:25][CH:24]([CH2:23][CH:22]([CH2:28]3)[CH2:21]1)[CH2:29]2. Reported procedure: The title compound was prepared by the method of Example 2 using 2.5 g (0.01 mole) of the product compound of Example 1 and 2.0 g (0.01 mole) of 1-adamantanecarbonyl chloride, except that the solution was not divided before purification. Starting materials: O=[N+]([O-])c1cc(Br)c(F)cc1O, CCO, O, O, Cl[Sn]Cl. The product is Nc1cc(Br)c(F)cc1O. Reaction SMILES: [Br:6][c:7]1[cH:8][c:9]([N+:15]([O-:16])=[O:17])[c:10]([OH:14])[cH:11][c:12]1[F:13].[CH3:18][CH2:19][OH:20].[OH2:1].[OH2:2].[Sn:3]([Cl:4])[Cl:5]>>[Br:6][c:7]1[cH:8][c:9]([NH2:15])[c:10]([OH:14])[cH:11][c:12]1[F:13]. The reactants are C(C)(=O)OC(C)=O (Acetic anhydride), C(Cl)Cl (methylene chloride), NC=1C=CC2=C(N(C(=N2)CCC)CC2=C(C=CC=C2)Cl)C1 (6-amino-1-(2-chlorobenzyl)-2-n-propylbenzimidazole). The solvent is C(C)N(CC)CC (triethylamine). Reaction conditions: time 1 hour. Yields the product C(C)(=O)NC=1C=CC2=C(N(C(=N2)CCC)CC2=C(C=CC=C2)Cl)C1 (6-acetylamino-1-(2-chlorobenzyl)-2-n-propylbenzimidazole). The yield is 83.6%. As a reaction SMILES: C(O[C:5](=[O:7])[CH3:6])(=O)C.C(Cl)Cl.[NH2:11][C:12]1[CH:13]=[CH:14][C:15]2[N:19]=[C:18]([CH2:20][CH2:21][CH3:22])[N:17]([CH2:23][C:24]3[CH:29]=[CH:28][CH:27]=[CH:26][C:25]=3[Cl:30])[C:16]=2[CH:31]=1>C(N(CC)CC)C>[C:5]([NH:11][C:12]1[CH:13]=[CH:14][C:15]2[N:19]=[C:18]([CH2:20][CH2:21][CH3:22])[N:17]([CH2:23][C:24]3[CH:29]=[CH:28][CH:27]=[CH:26][C:25]=3[Cl:30])[C:16]=2[CH:31]=1)(=[O:7])[CH3:6]. Procedure: Acetic anhydride (62 mg) is added to a methylene chloride (3 ml) solution of 6-amino-1-(2-chlorobenzyl)-2-n-propylbenzimidazole (150 mg) (example 3) and triethylamine (61 mg) at room temperature, and the solution is stirred for one hour. After it is washed with water and dried, the solvent is removed through evaporation under reduced pressure. The residue is crystallized with ether, and 6-acetylamino-1-(2-chlorobenzyl)-2-n-propylbenzimidazole (143 mg) is obtained. 1H-NMR (CDCl3, δ): 1.00 (3H, t,... Starting materials: CCOC(=O)c1ccc2c(c1)nc(-c1ccc(Oc3cccc(Br)c3)cc1)n2C1CCCCC1, CCO, [Na+], C1CCOC1, [OH-]. Product: O=C(O)c1ccc2c(c1)nc(-c1ccc(Oc3cccc(Br)c3)cc1)n2C1CCCCC1. As a reaction SMILES: [Br:1][c:2]1[cH:3][c:4]([O:5][c:6]2[cH:7][cH:8][c:9](-[c:12]3[n:13][c:14]4[c:15]([n:16]3[CH:17]3[CH2:18][CH2:19][CH2:20][CH2:21][CH2:22]3)[cH:23][cH:24][c:25]([C:27](=[O:28])[O:29][CH2:30][CH3:31])[cH:26]4)[cH:10][cH:11]2)[cH:32][cH:33][cH:34]1.[CH2:42]([OH:43])[CH3:44].[Na+:36].[O:37]1[CH2:38][CH2:39][CH2:40][CH2:41]1.[OH-:35]>>[Br:1][c:2]1[cH:3][c:4]([O:5][c:6]2[cH:7][cH:8][c:9](-[c:12]3[n:13][c:14]4[c:15]([n:16]3[CH:17]3[CH2:18][CH2:19][CH2:20][CH2:21][CH2:22]3)[cH:23][cH:24][c:25]([C:27](=[O:28])[OH:29])[cH:26]4)[cH:10][cH:11]2)[cH:32][cH:33][cH:34]1. Starting materials: N1=CC=CC=C1 (Pyridine), FC(C1=CC=C(C=C1)S(=O)(=O)Cl)(F)F (4-trifluoromethylbenzenesulfonyl chloride), NC=1C=C(C(=O)NC2=CC=CC=C2)C=CC1OC (3-amino-4-methoxy-N-phenyl-benzamide), Cl (HCl). Run in O (water). Reaction conditions: time 20 hour. Yields the product FC(C1=CC=C(C=C1)S(=O)(=O)NC=1C=C(C(=O)NC2=CC=CC=C2)C=CC1OC)(F)F (3-(4-Trifluoromethyl-benzenesulfonylamino)-4-methoxy-N-phenyl-benzamide). The yield is 88.8%. As a reaction SMILES: N1C=CC=CC=1.[F:7][C:8]([F:20])([F:19])[C:9]1[CH:14]=[CH:13][C:12]([S:15](Cl)(=[O:17])=[O:16])=[CH:11][CH:10]=1.[NH2:21][C:22]1[CH:23]=[C:24]([CH:34]=[CH:35][C:36]=1[O:37][CH3:38])[C:25]([NH:27][C:28]1[CH:33]=[CH:32][CH:31]=[CH:30][CH:29]=1)=[O:26].Cl>O>[F:7][C:8]([F:20])([F:19])[C:9]1[CH:14]=[CH:13][C:12]([S:15]([NH:21][C:22]2[CH:23]=[C:24]([CH:34]=[CH:35][C:36]=2[O:37][CH3:38])[C:25]([NH:27][C:28]2[CH:33]=[CH:32][CH:31]=[CH:30][CH:29]=2)=[O:26])(=[O:17])=[O:16])=[CH:11][CH:10]=1. Procedure: Pyridine (5 mL) was added to a mixture of 4-trifluoromethylbenzenesulfonyl chloride (0.73 g, 3.0 mmol) and 3-amino-4-methoxy-N-phenyl-benzamide (0.73 g, 3.0 mmol) and stirred at room temperature. After 20 hours, the mixture was added to water (50 mL), acidified with 2N HCl, and stirred for an hour. The precipitate was filtered off, rinsed with water, and dried to afford the product (1.2 g); m.p. 197-198° C. Reactants: C1CCOC1, CCN, ClCc1cscn1. The product is CCNCc1cscn1. Reaction SMILES: [CH2:11]1[O:12][CH2:13][CH2:14][CH2:15]1.[CH3:8][CH2:9][NH2:10].[Cl:1][CH2:2][c:3]1[n:4][cH:5][s:6][cH:7]1>>[CH2:2]([c:3]1[n:4][cH:5][s:6][cH:7]1)[NH:10][CH2:9][CH3:8]. Starting materials: CC(=O)[O-], CCO, Cc1nc(N)nc(Cl)n1, OB(O)c1cc(CN2CCOCC2)cnc1F, [K+], O. Product: Cc1nc(N)nc(-c2cc(CN3CCOCC3)cnc2F)n1. As a reaction SMILES: [CH3:28][C:29](=[O:30])[O-:31].[CH3:32][CH2:33][OH:34].[Cl:18][c:19]1[n:20][c:21]([NH2:26])[n:22][c:23]([CH3:25])[n:24]1.[F:1][c:2]1[n:3][cH:4][c:5]([CH2:11][N:12]2[CH2:13][CH2:14][O:15][CH2:16][CH2:17]2)[cH:6][c:7]1[B:8]([OH:9])[OH:10].[K+:27].[OH2:35]>>[F:1][c:2]1[n:3][cH:4][c:5]([CH2:11][N:12]2[CH2:13][CH2:14][O:15][CH2:16][CH2:17]2)[cH:6][c:7]1-[c:19]1[n:20][c:21]([NH2:26])[n:22][c:23]([CH3:25])[n:24]1.